Dataset: the Open Reaction Database (ORD), a public repository of structured organic reaction records. Task: describe an organic reaction: reactants, conditions, products, and yield The reactants are OS(=O)[O-].[Na+] (NaHSO3), C(C)(=O)OCC (ethyl acetate), C(C=C)OC1=CC=C(CN(C=2C(=C(C=CC2)NS(=O)(=O)C)C)CC2=CC=CC=C2)C=C1 (N-{3-[[4-(allyloxy)benzyl](benzyl)amino]-2-methylphenyl}methanesulfonamide), C[N+]1(CCOCC1)[O-] (4-methyl-morpholine N-oxide), C[N+]1(CCOCC1)[O-] (4-methyl-morpholine N-oxide). The reagents and catalysts are [Os](=O)(=O)(=O)=O (osmium tetroxide), N12CCN(CC1)CC2 (1,4-Diazabicyclo[2.2.2]octane). Solvent: CC(=O)C (acetone), O (water). Run at time 8 hour. Product: C(C1=CC=CC=C1)N(C=1C(=C(C=CC1)NS(=O)(=O)C)C)CC1=CC=C(C=C1)OCC(CO)O (N-(3-{benzyl[4-(2,3-dihydroxypropoxy)benzyl]amino}-2-methylphenyl)methanesulfonamide). The yield is 95.0%. As a reaction SMILES: C(O[C:5]1[CH:31]=[CH:30][C:8]([CH2:9][N:10]([CH2:23][C:24]2[CH:29]=CC=[CH:26][CH:25]=2)[C:11]2[C:12]([CH3:22])=[C:13]([NH:17][S:18]([CH3:21])(=[O:20])=[O:19])[CH:14]=[CH:15][CH:16]=2)=[CH:7][CH:6]=1)C=C.C[N+]1([O-])CC[O:36][CH2:35]C1.[OH:40]S([O-])=O.[Na+].[C:45]([O:48][CH2:49][CH3:50])(=O)[CH3:46]>CC(C)=O.O.[Os](=O)(=O)(=O)=O.N12CCN(CC1)CC2>[CH2:9]([N:10]([CH2:23][C:24]1[CH:25]=[CH:26][C:45]([O:48][CH2:49][CH:50]([OH:40])[CH2:35][OH:36])=[CH:46][CH:29]=1)[C:11]1[C:12]([CH3:22])=[C:13]([NH:17][S:18]([CH3:21])(=[O:19])=[O:20])[CH:14]=[CH:15][CH:16]=1)[C:8]1[CH:7]=[CH:6][CH:5]=[CH:31][CH:30]=1 |f:2.3|. Reported procedure: The product from Example 19B (2.93 g, 6.72 mmoles ) and 4-methyl-morpholine N-oxide (0.8660 g, 7.4 mmoles) in acetone (30 mL) and water (4.3 mL) were treated with osmium tetroxide (1.7 mL, 0.0168 mmoles, 2.5 wt % solution in 2-methyl-2-propanol) and allowed to stirr at room temperature overnight. The mixture was then treated with 1,4-Diazabicyclo[2.2.2]octane (0.05 g) and 4-methyl-morpholine N-oxide (0.8660 g, 7.4 mmoles) and allowed to stir for an additional 24 hours. Saturated NaHSO3 (250 mL) ... The reactants are CC(=O)Nc1cccc(C=O)c1, FC(F)(F)c1nnc2ccc(N3CCNCC3)nn12. As a reaction SMILES: [CH:20](=[O:21])[c:22]1[cH:23][c:24]([NH:28][C:29]([CH3:30])=[O:31])[cH:25][cH:26][cH:27]1.[N:1]1([c:7]2[cH:8][cH:9][c:10]3[n:11]([n:12]2)[c:13]([C:16]([F:17])([F:18])[F:19])[n:14][n:15]3)[CH2:2][CH2:3][NH:4][CH2:5][CH2:6]1>>[N:1]1([c:7]2[cH:8][cH:9][c:10]3[n:11]([n:12]2)[c:13]([C:16]([F:17])([F:18])[F:19])[n:14][n:15]3)[CH2:2][CH2:3][N:4]([CH2:20][c:22]2[cH:23][c:24]([NH:28][C:29]([CH3:30])=[O:31])[cH:25][cH:26][cH:27]2)[CH2:5][CH2:6]1. The product is CC(=O)Nc1cccc(CN2CCN(c3ccc4nnc(C(F)(F)F)n4n3)CC2)c1. The reactants are CC1CN(CC(O1)C)C1=C(C=O)C=C(C(=C1F)F)B1OC(C(O1)(C)C)(C)C (2-(2,6-Dimethyl-morpholin-4-yl)-3,4-difluoro-5-(4,4,5,5-tetramethyl-[1,3,2]dioxaborolan-2-yl)-benzaldehyde), C([O-])([O-])=O.[Na+].[Na+] (sodium carbonate), C(C)#N.O (acetonitrile water), mixture, IC1=NC=CN=C1 (iodopyrazine), Bis-(triphenylphosphine) dichloro-palladium-(II). Solvent: CCOC(=O)C (EtOAc), O (water). Run at temperature 85 celsius. Product: CC1CN(CC(O1)C)C1=C(C=O)C=C(C(=C1F)F)C1=NC=CN=C1 (2-(2,6-Dimethyl-morpholin-4-yl)-3,4-difluoro-5-pyrazin-2-yl-benzaldehyde). Isolated yield 39.5%. RXN SMILES: [CH3:1][CH:2]1[O:7][CH:6]([CH3:8])[CH2:5][N:4]([C:9]2[C:16]([F:17])=[C:15]([F:18])[C:14](B3OC(C)(C)C(C)(C)O3)=[CH:13][C:10]=2[CH:11]=[O:12])[CH2:3]1.C(=O)([O-])[O-].[Na+].[Na+].C(#N)C.O.I[C:39]1[CH:44]=[N:43][CH:42]=[CH:41][N:40]=1>CCOC(C)=O.O>[CH3:8][CH:6]1[O:7][CH:2]([CH3:1])[CH2:3][N:4]([C:9]2[C:16]([F:17])=[C:15]([F:18])[C:14]([C:39]3[CH:44]=[N:43][CH:42]=[CH:41][N:40]=3)=[CH:13][C:10]=2[CH:11]=[O:12])[CH2:5]1 |f:1.2.3,4.5|. Procedure: To a suspension of 2-(2,6-Dimethyl-morpholin-4-yl)-3,4-difluoro-5-(4,4,5,5-tetramethyl-[1,3,2]dioxaborolan-2-yl)-benzaldehyde (11.5 g, 29.1 mmol) and sodium carbonate (8.8 g, 83.1 mmol) in previously degassed acetonitrile/water (1/1) mixture (140 mL) was added iodopyrazine (5.7 g, 27.7 mmol) under nitrogen. Bis-(triphenylphosphine)-dichloro-palladium-(II) (758 mg, 1.08 mmol) was added at room temperature and the reaction was heated overnight at 85° C. The mixture was cooled to room temperature, ...